This data is from the Open Reaction Database (ORD), a public repository of structured organic reaction records. The task is: describe an organic reaction: reactants, conditions, products, and yield Starting materials: Cn1ccc2ccccc21, CC(=O)O, Cl, O=C1CCNCC1, O, O=C(O)C(F)(F)F. Product: Cn1cc(C2=CCNCC2)c2ccccc21. As a reaction SMILES: [CH3:10][n:11]1[cH:12][cH:13][c:14]2[cH:15][cH:16][cH:17][cH:18][c:19]12.[CH3:20][C:21](=[O:22])[OH:23].[ClH:9].[NH:1]1[CH2:2][CH2:3][C:4](=[O:7])[CH2:5][CH2:6]1.[OH2:8].[OH:24][C:25]([C:26]([F:27])([F:28])[F:29])=[O:30]>>[NH:1]1[CH2:2][CH2:3][C:4]([c:13]2[cH:12][n:11]([CH3:10])[c:19]3[c:14]2[cH:15][cH:16][cH:17][cH:18]3)=[CH:5][CH2:6]1. Starting materials: CCOC(=O)c1cnn(-c2c(F)c(F)c(C(F)(F)F)c(F)c2F)c1N, O, O=S(=O)(O)O. Product: Nc1ccnn1-c1c(F)c(F)c(C(F)(F)F)c(F)c1F. As a reaction SMILES: [NH2:1][c:2]1[c:3]([C:21]([O:22][CH2:23][CH3:24])=[O:25])[cH:4][n:5][n:6]1-[c:7]1[c:8]([F:20])[c:9]([F:19])[c:10]([C:15]([F:16])([F:17])[F:18])[c:11]([F:14])[c:12]1[F:13].[OH2:31].[S:26](=[O:27])(=[O:28])([OH:29])[OH:30]>>[NH2:1][c:2]1[cH:3][cH:4][n:5][n:6]1-[c:7]1[c:8]([F:20])[c:9]([F:19])[c:10]([C:15]([F:16])([F:17])[F:18])[c:11]([F:14])[c:12]1[F:13].